From a dataset of the Open Reaction Database (ORD), a public repository of structured organic reaction records. describe an organic reaction: reactants, conditions, products, and yield Reactants: C(C)OC(C)=O (ethylacetate), [S-2].[Na+].[Na+] (sodium sulfide), [Se] (selenium), CN(C)CC(C=1C=CC(=CC1)OC)C2(CCCCC2)O (venlafaxine). Solvent: O (water), CN1C(CCC1)=O (1-methylpyrrolidone), CN1C(CCC1)=O (1-methylpyrrolidone). Reaction conditions: temperature 145 celsius. Yields the product CN(C)CC(C=1C=CC(=CC1)O)C2(CCCCC2)O (desvenlafaxine). The yield is 60.2%. Reaction SMILES: [S-2].[Na+].[Na+].[Se].[CH3:5][N:6]([CH2:8][CH:9]([C:18]1([OH:24])[CH2:23][CH2:22][CH2:21][CH2:20][CH2:19]1)[C:10]1[CH:11]=[CH:12][C:13]([O:16]C)=[CH:14][CH:15]=1)[CH3:7].C(OC(=O)C)C>CN1CCCC1=O.O>[CH3:5][N:6]([CH2:8][CH:9]([C:18]1([OH:24])[CH2:23][CH2:22][CH2:21][CH2:20][CH2:19]1)[C:10]1[CH:11]=[CH:12][C:13]([OH:16])=[CH:14][CH:15]=1)[CH3:7] |f:0.1.2,^3:3|. Procedure: A mixture of 1.90 g of anhydrous sodium sulfide, 2.0 g of selenium and 6 mL of 1-methylpyrrolidone was heated to 145° C. under nitrogen, and then 3.5 g of venlafaxine dissolved in 10 mL of 1-methylpyrrolidone was added. The mixture was stirred and heated at 145° C. under nitrogen. Reaction mixture was heated at 145° C. for 16 hours, then it was cooled and mixed with 70 mL of ethylacetate and 50 mL of water. The mixture was placed into a refrigerator and crystals were filtered. After being recrys... Starting materials: NC1=NNC(=C1)C (3-amino-5-methylpyrazole), COC(C(=O)C)=O (pyruvic acid methyl ester), OC1=CC=C(C=O)C=C1 (4-hydroxybenzaldehyde). Solvent: C(C)(=O)O.CO (acetic acid methanol). Run at temperature 75 celsius, time 15 hour. Product: COC(=O)C=1C2=C(N=C(C1)C1=CC=C(C=C1)O)NN=C2C (6-(4-Hydroxy-phenyl)-3-methyl-1H-pyrazolo[3,4-b]pyridine-4-carboxylic acid methyl ester). Isolated yield 10.0%. As a reaction SMILES: [NH2:1][C:2]1[CH:6]=[C:5]([CH3:7])[NH:4][N:3]=1.[CH3:8][O:9][C:10](=[O:14])[C:11]([CH3:13])=O.[OH:15][C:16]1[CH:23]=[CH:22][C:19]([CH:20]=O)=[CH:18][CH:17]=1>C(O)(=O)C.CO>[CH3:8][O:9][C:10]([C:11]1[C:6]2[C:5]([CH3:7])=[N:4][NH:3][C:2]=2[N:1]=[C:20]([C:19]2[CH:22]=[CH:23][C:16]([OH:15])=[CH:17][CH:18]=2)[CH:13]=1)=[O:14] |f:3.4|. Reported procedure: A mixture of 3-amino-5-methylpyrazole (50.0 g), pyruvic acid methyl ester (58.4 g) and 4-hydroxybenzaldehyde (62.9 mL) in acetic acid/methanol (v/v=1/1, 300 mL) was stirred at 75° C. for 15 h, cooled to r.t., and the precipitate formed was isolated by suction filtration and dried in vacuum at 60° C. 6-(4-Hydroxy-phenyl)-3-methyl-1H-pyrazolo[3,4-b]pyridine-4-carboxylic acid methyl ester (15 g, 10% yield) were obtained as pale yellow solid. Starting materials: C(C#CCCCCCCCCCC)O (2-tridecyn-1-ol), C(Br)(Br)(Br)Br.C1(=CC=CC=C1)P(C1=CC=CC=C1)C1=CC=CC=C1 (CBr4 triphenylphosphine). The solvent is ClCCl (dichloromethane). Product: BrCC#CCCCCCCCCCC (1-Bromo-2-tridecyne). RXN SMILES: [CH2:1](O)[C:2]#[C:3][CH2:4][CH2:5][CH2:6][CH2:7][CH2:8][CH2:9][CH2:10][CH2:11][CH2:12][CH3:13].C(Br)(Br)(Br)[Br:16].C1(P(C2C=CC=CC=2)C2C=CC=CC=2)C=CC=CC=1>ClCCl>[Br:16][CH2:1][C:2]#[C:3][CH2:4][CH2:5][CH2:6][CH2:7][CH2:8][CH2:9][CH2:10][CH2:11][CH2:12][CH3:13] |f:1.2|. Procedure: 1-Bromo-2-tridecyne (colorless oil) was prepared from 2-tridecyn-1-ol using the CBr4/triphenylphosphine mixture in dichloromethane to carry out the halogenation. 1-Bromo-2-tridecyne (colorless oil) was thus formed with a yield of 91%. Starting materials: FC=1C=C2C=CC(=NC2=C(C1)O[Si](C(C)C)(C(C)C)C(C)C)C (6-fluoro-2-methyl-8-(triisopropylsilyloxy)quinoline), [Se](=O)=O (selenium dioxide). Solvent: O1CCOCC1 (dioxane), O (water). The product is FC=1C=C2C=CC(=NC2=C(C1)O[Si](C(C)C)(C(C)C)C(C)C)C=O (6-fluoro-8-(triisopropylsilyloxy)quinoline-2-carbaldehyde). Yield: 28.0%. As a reaction SMILES: [F:1][C:2]1[CH:3]=[C:4]2[C:9](=[C:10]([O:12][Si:13]([CH:20]([CH3:22])[CH3:21])([CH:17]([CH3:19])[CH3:18])[CH:14]([CH3:16])[CH3:15])[CH:11]=1)[N:8]=[C:7]([CH3:23])[CH:6]=[CH:5]2.[Se](=O)=[O:25]>O1CCOCC1.O>[F:1][C:2]1[CH:3]=[C:4]2[C:9](=[C:10]([O:12][Si:13]([CH:20]([CH3:22])[CH3:21])([CH:17]([CH3:19])[CH3:18])[CH:14]([CH3:15])[CH3:16])[CH:11]=1)[N:8]=[C:7]([CH:23]=[O:25])[CH:6]=[CH:5]2. Procedure details: 6-fluoro-2-methyl-8-(triisopropylsilyloxy)quinoline (1.76 g, 5.29 mmol) was dissolved in dioxane (58 mL) and water (0.49 mL). The reaction was treated with selenium dioxide (0.76 g, 6.8 mmol) and the mixture was heated to reflux for 13 hours. The mixture was cooled and filtered through GF/F paper. The filtered solids were washed with Et2O and all the filtrates were concentrated in vacuo. The crude mixture was chromatographed on SiO2 eluting with a gradient of 1-5% Et2O/hexanes to provide the des... Starting materials: CC=1C(=NC=CC1)[C@@H]1N([C@@H](CCC1)C1=NC=CC=C1C)CC1=CC(=C(C#N)C=C1)ON=C(C)C (4-((2′R,6′S)-3,3″-dimethyl-3′,4′,5′,6′-tetrahydro-2′H-[2,2′;6′,2″]terpyridin-1′-ylmethyl)-2-isopropylideneaminooxy-benzonitrile), Cl (HCl). Run in CCO (EtOH). The product is CC=1C(NC=CC1)[C@H]1N([C@H](CCC1)C1=NC=CC=C1C)CC1=CC2=C(C(=NO2)N)C=C1 (6-((2′S,6′R)-3,3″-dimethyl-3′, 4′, 5′, 6′-tetrahydro-2H-2,2′;6′,2″-terpyridin-1′-ylmethyl)-1,2-benzisoxazol-3-ylamine). Isolated yield 61.7%. Reaction SMILES: [CH3:1][C:2]1[C:3]([C@H:8]2[CH2:13][CH2:12][CH2:11][C@@H:10]([C:14]3[C:19]([CH3:20])=[CH:18][CH:17]=[CH:16][N:15]=3)[N:9]2[CH2:21][C:22]2[CH:29]=[CH:28][C:25]([C:26]#[N:27])=[C:24]([O:30][N:31]=C(C)C)[CH:23]=2)=[N:4][CH:5]=[CH:6][CH:7]=1.Cl>CCO>[CH3:20][C:19]1[CH:14]([C@@H:10]2[CH2:11][CH2:12][CH2:13][C@H:8]([C:3]3[C:2]([CH3:1])=[CH:7][CH:6]=[CH:5][N:4]=3)[N:9]2[CH2:21][C:22]2[CH:29]=[CH:28][C:25]3[C:26]([NH2:27])=[N:31][O:30][C:24]=3[CH:23]=2)[NH:15][CH:16]=[CH:17][CH:18]=1. Procedure: To a solution of 4-((2′R,6′S)-3,3″-dimethyl-3′,4′,5′,6′-tetrahydro-2′H-[2,2′;6′,2″]terpyridin-1′-ylmethyl)-2-isopropylideneaminooxy-benzonitrile (0.145 g, 0.320 mmol) in EtOH (4 mL) was added aqueous HCl (3 N, 4 mL), and the mixture was stirred and heated at reflux overnight. The mixture was then cooled to room temperature, EtOH was removed, and saturated aqueous NaHCO3 (20 mL) was added. The aqueous mixture was extracted with CH2Cl2 (4×40 mL), and the combined extract was dried over Na2SO4. Aft... The reactants are ClCl (chlorine), C21H19Cl2N5O3, ClC=1C=C(C(=O)NCC2=NC3=C(N2)C=CC(=C3)Cl)C=CC1C(=O)O (3-chloro-N-(5-chloro-1H-benzimidazol-2-ylmethyl)-4-hydroxycarbonylbenzamide), CN(C)C(=[N+](C)C)ON1C2=C(C=CC=C2)N=N1.[B-](F)(F)(F)F (TBTU), C(C)(C)N(CC)C(C)C (diisopropylethylamine), O=C1NCCNC1 (2-oxopiperazine). Run in C(Cl)Cl.C(C)O (methylene chloride ethanol), O1CCCC1 (tetrahydrofuran). The product is ClC1=CC2=C(NC(=N2)C(C)NC(C2=CC(=C(C=C2)C(=O)N2CC(NCC2)=O)Cl)=O)C=C1 (N-[1-(5-chloro-1H-benzimidazol-2-yl)ethyl]-3-chloro-4-(3-oxopiperazin-1-ylcarbonyl)benzamide). The yield is 36.0%. As a reaction SMILES: [Cl:1][C:2]1[CH:3]=[C:4]([CH:19]=[CH:20][C:21]=1[C:22](O)=[O:23])[C:5]([NH:7][CH2:8][C:9]1[NH:13][C:12]2[CH:14]=[CH:15][C:16]([Cl:18])=[CH:17][C:11]=2[N:10]=1)=[O:6].[CH3:25]N(C(ON1N=NC2C=CC=CC1=2)=[N+](C)C)C.[B-](F)(F)(F)F.C(N(C(C)C)CC)(C)C.[O:56]=[C:57]1[CH2:62][NH:61][CH2:60][CH2:59][NH:58]1.ClCl>O1CCCC1.C(Cl)Cl.C(O)C>[Cl:18][C:16]1[CH:15]=[CH:14][C:12]2[NH:13][C:9]([CH:8]([NH:7][C:5](=[O:6])[C:4]3[CH:19]=[CH:20][C:21]([C:22]([N:61]4[CH2:60][CH2:59][NH:58][C:57](=[O:56])[CH2:62]4)=[O:23])=[C:2]([Cl:1])[CH:3]=3)[CH3:25])=[N:10][C:11]=2[CH:17]=1 |f:1.2,7.8|. Procedure details: Prepared analogously to Example 1d from 3-chloro-N-(5-chloro-1H-benzimidazol-2-ylmethyl)-4-hydroxycarbonylbenzamide, TBTU, diisopropylethylamine, and 2-oxopiperazine in tetrahydrofuran. Yield: 36%; Rf value: 0.75 (silica gel; methylene chloride/ethanol=4:1); C21H19Cl2N5O3 (460.32); mass spectrum: (M+H)+=460/462/464 (chlorine isotope).